From a dataset of the Open Reaction Database (ORD), a public repository of structured organic reaction records. describe an organic reaction: reactants, conditions, products, and yield Reactants: C(C)N(C(=O)C=1C=CC=C2C(=CNC12)C[C@@H](C)N(C(OC(C)(C)C)=O)C[C@@H](C=1C=CC2=C(N(CCO2)S(=O)(=O)C)C1)O)CC (tert-butyl [2-(7-diethylcarbamoyl-1H-indol-3-yl)-(1R)-1-methylethyl]-[(2R)-2-hydroxy-2-(4-methanesulfonyl-3,4-dihydro-2H-benzo[1,4]oxazin-6-yl)ethyl]carbamate), FC(C(=O)O)(F)F (trifluoroacetic acid), FC(C(=O)O)(F)F (trifluoroacetic acid), C1(=CC=CC=C1)SC (thioanisole), FC(C(=O)O)(F)F (trifluoroacetic acid), C(O)([O-])=O.[Na+] (sodium hydrogen carbonate). The solvent is C(Cl)Cl (methylene chloride). Conditions: time 18 hour. The product is FC(C(=O)O)(F)F.C(C)N(C(=O)C=1C=CC=C2C(=CNC12)C[C@@H](C)NC[C@@H](C=1C=CC2=C(N(CCO2)S(=O)(=O)C)C1)O)CC (3-{(2R)-2-[(2R)-2-hydroxy-2-(4-methanesulfonyl-3,4-dihydro-2H-benzo[1,4]oxazin-6-yl)ethylamino]propyl}-1H-indole-7-carboxylic acid diethylamide trifluoroacetate). Yield: 13.0%. As a reaction SMILES: [CH2:1]([N:3]([CH2:43][CH3:44])[C:4]([C:6]1[CH:7]=[CH:8][CH:9]=[C:10]2[C:14]=1[NH:13][CH:12]=[C:11]2[CH2:15][C@H:16]([N:18]([CH2:26][C@H:27]([OH:42])[C:28]1[CH:29]=[CH:30][C:31]2[O:36][CH2:35][CH2:34][N:33]([S:37]([CH3:40])(=[O:39])=[O:38])[C:32]=2[CH:41]=1)C(=O)OC(C)(C)C)[CH3:17])=[O:5])[CH3:2].[F:45][C:46]([F:51])([F:50])[C:47]([OH:49])=[O:48].C1(SC)C=CC=CC=1.C(=O)([O-])O.[Na+]>C(Cl)Cl>[F:45][C:46]([F:51])([F:50])[C:47]([OH:49])=[O:48].[CH2:43]([N:3]([CH2:1][CH3:2])[C:4]([C:6]1[CH:7]=[CH:8][CH:9]=[C:10]2[C:14]=1[NH:13][CH:12]=[C:11]2[CH2:15][C@H:16]([NH:18][CH2:26][C@H:27]([OH:42])[C:28]1[CH:29]=[CH:30][C:31]2[O:36][CH2:35][CH2:34][N:33]([S:37]([CH3:40])(=[O:39])=[O:38])[C:32]=2[CH:41]=1)[CH3:17])=[O:5])[CH3:44] |f:3.4,6.7|. Procedure details: To a solution of tert-butyl [2-(7-diethylcarbamoyl-1H-indol-3-yl)-(1R)-1-methylethyl]-[(2R)-2-hydroxy-2-(4-methanesulfonyl-3,4-dihydro-2H-benzo[1,4]oxazin-6-yl)ethyl]carbamate (48.4 mg, 0.077 mmol) in methylene chloride (3 mL) is added trifluoroacetic acid (250 μL) under nitrogen atmosphere, and the mixture is stirred at room temperature for 18 hours, and to the mixture is added trifluoroacetic acid (1 mL). The mixture is stirred at room temperature for 3 hours, and thereto are added trifluoroac... Reactants: C1(CCCCCC1)O (cycloheptanol), methanolic solution, C[O-].[Na+] (sodium methoxide), ethyl ester, CSCCCC(=O)O (4-(methylthio)butyric acid). Product: C1(CCCCCC1)OC(CCCSC)=O (CYCLOHEPTYL-4-(METHYLTHIO)BUTYRATE). As a reaction SMILES: [CH:1]1([OH:8])[CH2:7][CH2:6][CH2:5][CH2:4][CH2:3][CH2:2]1.[CH3:9][S:10][CH2:11][CH2:12][CH2:13][C:14](O)=[O:15].C[O-].[Na+]>>[CH:1]1([O:8][C:14](=[O:15])[CH2:13][CH2:12][CH2:11][S:10][CH3:9])[CH2:7][CH2:6][CH2:5][CH2:4][CH2:3][CH2:2]1 |f:2.3|. Reported procedure: Into a 250 ml reaction flask equipped with magnetic stirrer, heating mantle, thermometer, nitrogen sparger and reflux condenser are placed 11.4 cycloheptanol; 8.1 grams of the ethyl ester of 4-(methylthio)butyric acid and 0.5 grams of a 25% methanolic solution of sodium methoxide. Product: CC(=O)Nc1nc(C)c(-c2ccnc(C)n2)s1. Reactants: CC(=N)N, CC(=O)Nc1nc(C)c(-c2ccnc(N3CCOCC3)n2)s1, Cl. As a reaction SMILES: [C:24]([NH2:25])(=[NH:26])[CH3:27].[CH3:1][c:2]1[n:3][c:4]([NH:19][C:20]([CH3:21])=[O:22])[s:5][c:6]1-[c:7]1[n:8][c:9]([N:13]2[CH2:14][CH2:15][O:16][CH2:17][CH2:18]2)[n:10][cH:11][cH:12]1.[ClH:23]>>[CH3:1][c:2]1[n:3][c:4]([NH:19][C:20]([CH3:21])=[O:22])[s:5][c:6]1-[c:7]1[n:8][c:9]([CH3:24])[n:10][cH:11][cH:12]1. Starting materials: N(CCO)(CCO)CCO (triethanolamine), C(C1=CC=CC=C1)OC1=CC=C(C=C1)[C@H](C(=O)N[C@@H]1CC2=CC(=CC=C2CC1)O)O ((2R)-2-(4-Benzyloxyphenyl)-2-hydroxy-N-((2S)-7-hydroxy-1,2,3,4-tetrahydronaphthalen-2-yl)acetamide), O (water). Run in O1CCCC1 (tetrahydrofuran), O1CCCC1 (tetrahydrofuran), O1CCCC1 (tetrahydrofuran). Product: C(C1=CC=CC=C1)OC1=CC=C(C=C1)[C@H](CN[C@@H]1CC2=CC(=CC=C2CC1)O)O ((1R)-1-(4-benzyloxyphenyl)-2-[((2S)-7-hydroxy-1,2,3,4-tetrahydronaphthalen-2-yl)-amino]ethanol). The yield is 59.9%. As a reaction SMILES: [CH2:1]([O:8][C:9]1[CH:14]=[CH:13][C:12]([C@@H:15]([OH:30])[C:16]([NH:18][C@H:19]2[CH2:28][CH2:27][C:26]3[C:21](=[CH:22][C:23]([OH:29])=[CH:24][CH:25]=3)[CH2:20]2)=O)=[CH:11][CH:10]=1)[C:2]1[CH:7]=[CH:6][CH:5]=[CH:4][CH:3]=1.N(CCO)(CCO)CCO.O>O1CCCC1>[CH2:1]([O:8][C:9]1[CH:10]=[CH:11][C:12]([C@@H:15]([OH:30])[CH2:16][NH:18][C@H:19]2[CH2:28][CH2:27][C:26]3[C:21](=[CH:22][C:23]([OH:29])=[CH:24][CH:25]=3)[CH2:20]2)=[CH:13][CH:14]=1)[C:2]1[CH:7]=[CH:6][CH:5]=[CH:4][CH:3]=1. Procedure details: (2R)-2-(4-Benzyloxyphenyl)-2-hydroxy-N-((2S)-7-hydroxy-1,2,3,4-tetrahydronaphthalen-2-yl)acetamide (605 mg) was dissolved in tetrahydrofuran (7.5 ml), and 2M borane-dimethyl-sulfide complex in tetrahydrofuran (2.25 ml) was added to the solution at room temperature with stirring. After the mixture was heated under reflux for 3 hours, a solution of triethanolamine (1.12 g) in tetrahydrofuran (2.5 ml) was added to the reaction mixture and the mixture was heated under reflux for 15 hours. After cool... Reactants: four, BrCC1=CC=C(C=C1)C1=NC=CC=C1 (2-(4-bromomethylphenyl)pyridine), C1(=CC=C(C=C1)C1=NC=CC=C1)C (2-(4-tolyl)pyridine), BrBr (bromine). Solvent: ClC1=CC=CC=C1 (chlorobenzene). Conditions: temperature 115 celsius. Yields the product BrC(C1=CC=C(C=C1)C1=NC=CC=C1)Br (2-(4-dibromomethylphenyl)pyridine). The yield is 60.7%. Reaction SMILES: C1(C)C=CC(C2C=CC=CN=2)=CC=1.[Br:14]Br.[Br:16][CH2:17][C:18]1[CH:23]=[CH:22][C:21]([C:24]2[CH:29]=[CH:28][CH:27]=[CH:26][N:25]=2)=[CH:20][CH:19]=1>ClC1C=CC=CC=1>[Br:16][CH:17]([Br:14])[C:18]1[CH:19]=[CH:20][C:21]([C:24]2[CH:29]=[CH:28][CH:27]=[CH:26][N:25]=2)=[CH:22][CH:23]=1. Procedure details: In a 100 ml four neck flask were placed 2-(4-tolyl)pyridine (5.0 g, 29.6 mmol) and chlorobenzene (18 ml), and bromine (9.4 g, 59.1 mmol) was added dropwise while heating the mixture at 110-120° C. over 12 hours. The reaction mixture was stirred with heating at a temperature in the above-mentioned range for 1 hour and analyzed by HPLC. As a result, 2-(4-bromomethylphenyl)pyridine was confirmed to have been produced in a 60.7% yield. The obtained reaction mixture was cooled and the precipitated 2-... Starting materials: CC(C)(C)OC(=O)NCCCN, CC(=O)c1ccccn1, ClCCl. The product is CC(NCCCNC(=O)OC(C)(C)C)c1ccccn1. Reaction SMILES: [C:10]([CH3:11])([CH3:12])([CH3:13])[O:14][C:15]([NH:16][CH2:17][CH2:18][CH2:19][NH2:20])=[O:21].[C:1]([CH3:2])(=[O:3])[c:4]1[n:5][cH:6][cH:7][cH:8][cH:9]1.[Cl:22][CH2:23][Cl:24]>>[CH:1]([CH3:2])([c:4]1[n:5][cH:6][cH:7][cH:8][cH:9]1)[NH:20][CH2:19][CH2:18][CH2:17][NH:16][C:15]([O:14][C:10]([CH3:11])([CH3:12])[CH3:13])=[O:21]. Starting materials: NC=1C(N(C(=C(C1)C1=CC=NC=C1)CC)CC)=O (3-Amino-1,6-diethyl-5-(4-pyridinyl)-2(1H)pyridinone), ONC(C=1C(N(C(=C(C1)C1=CC=NC=C1)CC)CC)=O)=N (N-hydroxy-1,6-diethyl-1,2-dihydro-2-oxo-5-(4-pyridinyl)nicotinimidamide). Product: NC=1C(NC=C(C1)C1=CC=NC=C1)=O (3-Amino-5-(4-pyridinyl)-2(1H)pyridinone). RXN SMILES: [NH2:1][C:2]1[C:3](=[O:18])[N:4](CC)[C:5](CC)=[C:6]([C:8]2[CH:13]=[CH:12][N:11]=[CH:10][CH:9]=2)[CH:7]=1.ONC(=N)C1C(=O)N(CC)C(CC)=C(C2C=CN=CC=2)C=1>>[NH2:1][C:2]1[C:3](=[O:18])[NH:4][CH:5]=[C:6]([C:8]2[CH:9]=[CH:10][N:11]=[CH:12][CH:13]=2)[CH:7]=1. Procedure details: D-12. 3-Amino-1,6-diethyl-5-(4-pyridinyl)-2(1H)pyridinone, using N-hydroxy-1,6-diethyl-1,2-dihydro-2-oxo-5-(4-pyridinyl)nicotinimidamide.